This data is from the Open Reaction Database (ORD), a public repository of structured organic reaction records. The task is: describe an organic reaction: reactants, conditions, products, and yield The reactants are COC1=CC=C(C=C1)C(C=O)C=O ((4-methoxyphenyl)malonaldehyde), NN (hydrazine). Run in C(C)O (ethanol). Run at temperature 0 celsius. The product is COC1=CC=C(C=C1)C=1C=NNC1 (4-(4-methoxyphenyl)-1H-pyrazole). As a reaction SMILES: [CH3:1][O:2][C:3]1[CH:8]=[CH:7][C:6]([CH:9]([CH:12]=O)[CH:10]=O)=[CH:5][CH:4]=1.[NH2:14][NH2:15]>C(O)C>[CH3:1][O:2][C:3]1[CH:8]=[CH:7][C:6]([C:9]2[CH:12]=[N:14][NH:15][CH:10]=2)=[CH:5][CH:4]=1. Procedure details: The (4-methoxyphenyl)malonaldehyde (1.5 g, 8.42 mmol) was dissolved in ethanol (10 mL), followed by addition of hydrazine (540 mg g, 16.8 mmol). The pale yellow solution was heated in a microwave sealed tube at 110° C. overnight. Large amount of white crystalline solid formed. The reaction mixture was cooled to 0° C. The white solid was collected by filtration and was washed with 5 mL of ice-cold ethanol to give the desired product, which was further dried under high vacuum pump. The reactants are CO (methanol), pentachloride, N1=CC=CC=C1 (pyridine), C1(=CC=CC=C1)CC(=O)NC1[C@@H]2N(C(=C(CS2)CCl)C(=O)OCC2=CC=C(C=C2)[N+](=O)[O-])C1=O (p-nitrobenzyl 7-(2-phenylacetamido)-3-chloromethyl-3-cephem-4-carboxylate), O (Water). The solvent is C(Cl)Cl (methylene chloride). Conditions: time 30 minute. Product: Cl.NC1[C@@H]2N(C(=C(CS2)CCl)C(=O)OCC2=CC=C(C=C2)[N+](=O)[O-])C1=O (p-nitrobenzyl 7-amino-3-chloromethyl-3-cephem-4-carboxylate monohydrochloride). Isolated yield 166.5%. RXN SMILES: N1C=CC=CC=1.C1(CC([NH:16][CH:17]2[C:39](=[O:40])[N:19]3[C:20]([C:26]([O:28][CH2:29][C:30]4[CH:35]=[CH:34][C:33]([N+:36]([O-:38])=[O:37])=[CH:32][CH:31]=4)=[O:27])=[C:21]([CH2:24][Cl:25])[CH2:22][S:23][C@H:18]23)=O)C=CC=CC=1.CO.O>C(Cl)Cl>[ClH:25].[NH2:16][CH:17]1[C:39](=[O:40])[N:19]2[C:20]([C:26]([O:28][CH2:29][C:30]3[CH:31]=[CH:32][C:33]([N+:36]([O-:38])=[O:37])=[CH:34][CH:35]=3)=[O:27])=[C:21]([CH2:24][Cl:25])[CH2:22][S:23][C@H:18]12 |f:5.6|. Reported procedure: To a suspension of phorphorus pentachloride (624 mg) in methylene chloride (15 ml) was added pyridine (0.242 ml) at -20° C. After the mixture was stirred for 20 minutes at the same temperature, p-nitrobenzyl 7-(2-phenylacetamido)-3-chloromethyl-3-cephem-4-carboxylate (502 mg) was added to the mixture at -20° C. The mixture was stirred for 30 minutes under ice-cooling. To the mixture was added methanol (0.65 ml) at -20° C., and the mixture was stirred for an hour at -20°~-5° C. Water (0.7 ml) was...